Dataset: the Open Reaction Database (ORD), a public repository of structured organic reaction records. Task: describe an organic reaction: reactants, conditions, products, and yield Reactants: BrC=1C=C(C=2C=NN(C2C1)C1CCCC1)C(=O)NCC=1C(NC(=CC1C)C)=O (6-bromo-1-cyclopentyl-N-[(4,6-dimethyl-2-oxo-1,2-dihydro-3-pyridinyl)methyl]-1H-indazole-4-carboxamide), C1(CC1)S(=O)O (cyclopropanesulfinic acid), CNCCNC.CNCCNC (N,N′-dimethyl-1,2-ethanediamine methyl[2-(methylamino)ethyl]amine). The reagents and catalysts are FC(S(=O)(=O)[O-])(F)F.[Cu+2].FC(S(=O)(=O)[O-])(F)F (copper(II) trifluoromethanesulfonate). The solvent is CS(=O)C (dimethyl sulfoxide). Yields the product C1(CCCC1)N1N=CC=2C(=CC(=CC12)S(=O)(=O)C1CC1)C(=O)NCC=1C(NC(=CC1C)C)=O (1-cyclopentyl-6-(cyclopropylsulfonyl)-N-((4,6-dimethyl-2-oxo-1,2-dihydropyridin-3-yl)methyl)-1H-indazole-4-carboxamide). Isolated yield 60.8%. RXN SMILES: Br[C:2]1[CH:3]=[C:4]([C:16]([NH:18][CH2:19][C:20]2[C:21](=[O:28])[NH:22][C:23]([CH3:27])=[CH:24][C:25]=2[CH3:26])=[O:17])[C:5]2[CH:6]=[N:7][N:8]([CH:11]3[CH2:15][CH2:14][CH2:13][CH2:12]3)[C:9]=2[CH:10]=1.[CH:29]1([S:32]([OH:34])=[O:33])[CH2:31][CH2:30]1.CNCCNC.CNCCNC>FC(F)(F)S([O-])(=O)=O.[Cu+2].FC(F)(F)S([O-])(=O)=O.CS(C)=O>[CH:11]1([N:8]2[C:9]3[CH:10]=[C:2]([S:32]([CH:29]4[CH2:31][CH2:30]4)(=[O:34])=[O:33])[CH:3]=[C:4]([C:16]([NH:18][CH2:19][C:20]4[C:21](=[O:28])[NH:22][C:23]([CH3:27])=[CH:24][C:25]=4[CH3:26])=[O:17])[C:5]=3[CH:6]=[N:7]2)[CH2:15][CH2:14][CH2:13][CH2:12]1 |f:2.3,4.5.6|. Procedure: To a 10-mL microwave tube were added 6-bromo-1-cyclopentyl-N-[(4,6-dimethyl-2-oxo-1,2-dihydro-3-pyridinyl)methyl]-1H-indazole-4-carboxamide (70 mg, 0.158 mmol), cyclopropanesulfinic acid (40.8 mg, 0.316 mmol), dimethyl sulfoxide (3 mL), N,N′-dimethyl-1,2-ethanediamine methyl[2-(methylamino)ethyl]amine (55.7 mg, 0.632 mmol), and copper(II) trifluoromethanesulfonate (57.1 mg, 0.158 mmol), and the mixture was degassed for 5 min by bubbling nitrogen. The tube was sealed and the mixture irradiated at... The reactants are CC(C)n1cc(C(=O)O)c2ccc(-c3ccc(CCN(CC(OC4CCCCO4)c4cccc(Cl)c4)C(=O)OC(C)(C)C)cc3)cc21, O=C(n1ccnc1)n1ccnc1, CS(N)(=O)=O, CN(C)C=O, Cl. Yields the product CC(C)n1cc(C(=O)NS(C)(=O)=O)c2ccc(-c3ccc(CCN(CC(OC4CCCCO4)c4cccc(Cl)c4)C(=O)OC(C)(C)C)cc3)cc21. As a reaction SMILES: [C:1]([CH3:2])([CH3:3])([CH3:4])[O:5][C:6](=[O:7])[N:8]([CH2:9][CH2:10][c:11]1[cH:12][cH:13][c:14](-[c:17]2[cH:18][cH:19][c:20]3[c:21]([C:29](=[O:30])[OH:31])[cH:22][n:23]([CH:26]([CH3:27])[CH3:28])[c:24]3[cH:25]2)[cH:15][cH:16]1)[CH2:32][CH:33]([O:34][CH:35]1[O:36][CH2:37][CH2:38][CH2:39][CH2:40]1)[c:41]1[cH:42][c:43]([Cl:47])[cH:44][cH:45][cH:46]1.[C:48]([n:49]1[cH:50][cH:51][n:52][cH:53]1)([n:54]1[cH:55][cH:56][n:57][cH:58]1)=[O:59].[CH3:60][S:61](=[O:62])(=[O:63])[NH2:64].[CH3:66][N:67]([CH3:68])[CH:69]=[O:70].[ClH:65]>>[C:1]([CH3:2])([CH3:3])([CH3:4])[O:5][C:6](=[O:7])[N:8]([CH2:9][CH2:10][c:11]1[cH:12][cH:13][c:14](-[c:17]2[cH:18][cH:19][c:20]3[c:21]([C:29](=[O:31])[NH:64][S:61]([CH3:60])(=[O:62])=[O:63])[cH:22][n:23]([CH:26]([CH3:27])[CH3:28])[c:24]3[cH:25]2)[cH:15][cH:16]1)[CH2:32][CH:33]([O:34][CH:35]1[O:36][CH2:37][CH2:38][CH2:39][CH2:40]1)[c:41]1[cH:42][c:43]([Cl:47])[cH:44][cH:45][cH:46]1. Starting materials: CC1=C(C(=C(C=C1C)C)C)C1=CC2=C(N=C(N=C2)N)N=C1N (6-(2,3,5,6-Tetramethyl-phenyl)-pyrido[2,3-d]pyrimidine-2,7-diamine), C(C)(C)(C)N=C=O (tert-butyl isocyanate). Yields the product NC=1N=CC2=C(N1)N=C(C(=C2)C2=C(C(=CC(=C2C)C)C)C)NC(=O)NC(C)(C)C (1-[2-Amino-6-(2,3,5,6-tetramethyl-phenyl)-pyrido[2,3-d]pyrimidin-7-yl]-3-tert-butyl-urea). Reaction SMILES: [CH3:1][C:2]1[C:7]([CH3:8])=[CH:6][C:5]([CH3:9])=[C:4]([CH3:10])[C:3]=1[C:11]1[C:21]([NH2:22])=[N:20][C:14]2[N:15]=[C:16]([NH2:19])[N:17]=[CH:18][C:13]=2[CH:12]=1.[C:23]([N:27]=[C:28]=[O:29])([CH3:26])([CH3:25])[CH3:24]>>[NH2:19][C:16]1[N:17]=[CH:18][C:13]2[CH:12]=[C:11]([C:3]3[C:2]([CH3:1])=[C:7]([CH3:8])[CH:6]=[C:5]([CH3:9])[C:4]=3[CH3:10])[C:21]([NH:22][C:28]([NH:27][C:23]([CH3:26])([CH3:25])[CH3:24])=[O:29])=[N:20][C:14]=2[N:15]=1. Procedure details: The title compound was prepared from 0.3 g of 6-(2,3,5,6-tetramethyl-phenyl)-pyrido[2,3-d]pyrimidine-2,7-diamine from Example 98 and 0.125 mL of tert-butyl isocyanate according to Example 2. The product was purified by medium pressure liquid chromatography eluting with 1:1CHCl3 :EtOAc; mp >300° C.; CIMS (1% ammonia in methane): m/z (relative intensity) 393 (MH+, 55), 394 (MH+ +1, 13), 84 (100).